Dataset: the Open Reaction Database (ORD), a public repository of structured organic reaction records. Task: describe an organic reaction: reactants, conditions, products, and yield Starting materials: [Si](C)(C)(C(C)(C)C)OCC=1C=CC(=NC1)CO (5-(tert-butyldimethylsilyloxymethyl)-2-(hydroxymethyl)pyridine), ClC1=NN2C(C3=CC=CC=C13)=NN=C2C2=NOC(=C2)C (6-chloro-3-(5-methylisoxazol-3-yl)-[1,2,4]triazolo[3,4-α]phthalazine), C1=NN=CC2=CC=CC=C12 (phthalazine). Yields the product [Si](C)(C)(C(C)(C)C)OCC=1C=CC(=NC1)COC1=NN2C(C3=CC=CC=C13)=NN=C2C2=NOC(=C2)C (6-[5-(tert-Butyldimethylsilyloxymethyl)pyridin-2-ylmethyloxy]-3-(5-methylisoxazol-3-yl)-[1,2,4]triazolo[3,4-α]phthalazine). Reaction SMILES: [Si:1]([O:8][CH2:9][C:10]1[CH:11]=[CH:12][C:13]([CH2:16][OH:17])=[N:14][CH:15]=1)([C:4]([CH3:7])([CH3:6])[CH3:5])([CH3:3])[CH3:2].Cl[C:19]1[C:28]2[C:23](=[CH:24][CH:25]=[CH:26][CH:27]=2)[C:22]2=[N:29][N:30]=[C:31]([C:32]3[CH:36]=[C:35]([CH3:37])[O:34][N:33]=3)[N:21]2[N:20]=1.C1C2C(=CC=CC=2)C=NN=1>>[Si:1]([O:8][CH2:9][C:10]1[CH:11]=[CH:12][C:13]([CH2:16][O:17][C:19]2[C:28]3[C:23](=[CH:24][CH:25]=[CH:26][CH:27]=3)[C:22]3=[N:29][N:30]=[C:31]([C:32]4[CH:36]=[C:35]([CH3:37])[O:34][N:33]=4)[N:21]3[N:20]=2)=[N:14][CH:15]=1)([C:4]([CH3:7])([CH3:6])[CH3:5])([CH3:3])[CH3:2]. Procedure details: The reaction was carried out as described in Example 1, Step 4 using 5-(tert-butyldimethylsilyloxymethyl)-2-(hydroxymethyl)pyridine (1.0 g, 3.95 mmol) and 6-chloro-3-(5-methylisoxazol-3-yl)-[1,2,4]triazolo[3,4-α]phthalazine (1.12 g, 3.95 mmol) to give, after column chromatography on silica using 2-3% MeOH/CH2Cl2 as eluent, the title phthalazine (1.4 g, 70%). Reactants: BrC=1C=C(N)C=CC1 (3-bromoaniline), N1=CC(=CC=C1)C=O (3-pyridinecarboxaldehyde), [BH4-].[Na+] (sodium borohydride). Run in CO (methanol). Reaction conditions: temperature 0 celsius, time 8 hour. Product: BrC=1C=C(C=CC1)NCC=1C=NC=CC1 (N-(3-bromophenyl)pyridin-3-ylmethylamine). Reaction SMILES: [Br:1][C:2]1[CH:3]=[C:4]([CH:6]=[CH:7][CH:8]=1)[NH2:5].[N:9]1[CH:14]=[CH:13][CH:12]=[C:11]([CH:15]=O)[CH:10]=1.[BH4-].[Na+]>CO>[Br:1][C:2]1[CH:3]=[C:4]([NH:5][CH2:15][C:11]2[CH:10]=[N:9][CH:14]=[CH:13][CH:12]=2)[CH:6]=[CH:7][CH:8]=1 |f:2.3|. Procedure: A solution of 3-bromoaniline (Aldrich; 1.3 equiv.) in methanol (0.4 M) was treated with 3-pyridinecarboxaldehyde (Aldrich; 1.0 equiv.). The solution was heated to reflux for 2 hours. The reaction was cooled to 0° C. and treated slowly with sodium borohydride (3.4 equiv.). After 1 hour the cooling bath was removed and stirring continued overnight. The reaction was concentrated in vacuo. The residue was partitioned between DCM and water. The aqueous phase was back-extracted once with DCM. The comb...